Task: describe an organic reaction: reactants, conditions, products, and yield. Dataset: the Open Reaction Database (ORD), a public repository of structured organic reaction records Reactants: NC1=NC2=NC=C(N=C2C(=N1)N)CN(C1=CC=CC=C1)C1=CC=CC=C1 (N-[(2,4-diaminopteridin-6-yl)methyl]-N,N-diphenylamine), Br.NC1=NC2=NC=C(N=C2C(=N1)N)CBr (2,4-diamino-6-bromomethylpteridine hydrobromide), C1=CC=CC=2NC3=C(C=CC21)C=CC=C3 (dibenz[b,f]azepine), [H-].[Na+] (NaH). The product is NC1=NC2=NC=C(N=C2C(=N1)N)CN1C2=C(C=CC3=C1C=CC=C3)C=CC=C2 (N-[(2,4-Diaminopteridin-6-yl)methyl]dibenz[b,f]azepine). RXN SMILES: [NH2:1][C:2]1[N:11]=[C:10]([NH2:12])[C:9]2[C:4](=[N:5][CH:6]=[C:7]([CH2:13][N:14]([C:21]3[CH:26]=[CH:25][CH:24]=[CH:23][CH:22]=3)[C:15]3[CH:20]=[CH:19][CH:18]=[CH:17][CH:16]=3)[N:8]=2)[N:3]=1.[CH:27]1C2C=CC3C=CC=CC=3NC=2C=C[CH:28]=1.[H-].[Na+].Br.NC1N=C(N)C2C(=NC=C(CBr)N=2)N=1>>[NH2:1][C:2]1[N:11]=[C:10]([NH2:12])[C:9]2[C:4](=[N:5][CH:6]=[C:7]([CH2:13][N:14]3[C:15]4[CH:20]=[CH:19][CH:18]=[CH:17][C:16]=4[CH:28]=[CH:27][C:22]4[CH:23]=[CH:24][CH:25]=[CH:26][C:21]3=4)[N:8]=2)[N:3]=1 |f:2.3,4.5|. Reported procedure: N-[(2,4-Diaminopteridin-6-yl)methyl]dibenz[b,f]azepine (Formula I: Ar=2,4-diaminopteridin-6-yl; W=CH2; X=N; Z=CH═CH; m=n=0) is prepared similarly to N-[(2,4-diaminopteridin-6-yl)methyl]-N,N-diphenylamine as disclosed above, by using dibenz[b,f]azepine (154 mg, 0.8 mmol), NaH (50 mg, 2.1 mmol), and 2,4-diamino-6-bromomethylpteridine hydrobromide (100 mg, 0.3 mmol). The product can be purified by chromatography. Starting materials: ClC=1C=NC2=CC=C(C=C2N1)C(=O)C=1C(=C(C=C(C1F)F)N(S(=O)(=O)CCC)S(=O)(=O)CCC)F (N-(3-(3-chloroquinoxaline-6-carbonyl)-2,4,5-trifluorophenyl)-N-(propylsulfonyl)propane-1-sulfonamide), C1(=CC=CC=C1)B(O)O (phenylboronic acid), Pd(dppf)2C12, C(=O)([O-])[O-].[Na+].[Na+] (Na2CO3). Solvent: O1CCOCC1 (dioxane), O (water). Reaction conditions: temperature 80 celsius. Yields the product FC1=C(C=C(C(=C1C(=O)C=1C=C2N=C(C=NC2=CC1)C1=CC=CC=C1)F)F)NS(=O)(=O)CCC (N-(2,4,5-trifluoro-3-(3-phenylquinoxaline-6-carbonyl)phenyl)propane-1-sulfonamide). RXN SMILES: Cl[C:2]1[CH:3]=[N:4][C:5]2[C:10]([N:11]=1)=[CH:9][C:8]([C:12]([C:14]1[C:15]([F:35])=[C:16]([N:22]([S:29]([CH2:32][CH2:33][CH3:34])(=[O:31])=[O:30])S(CCC)(=O)=O)[CH:17]=[C:18]([F:21])[C:19]=1[F:20])=[O:13])=[CH:7][CH:6]=2.[C:36]1(B(O)O)[CH:41]=[CH:40][CH:39]=[CH:38][CH:37]=1.C([O-])([O-])=O.[Na+].[Na+]>O1CCOCC1.O>[F:35][C:15]1[C:14]([C:12]([C:8]2[CH:9]=[C:10]3[C:5](=[CH:6][CH:7]=2)[N:4]=[CH:3][C:2]([C:36]2[CH:41]=[CH:40][CH:39]=[CH:38][CH:37]=2)=[N:11]3)=[O:13])=[C:19]([F:20])[C:18]([F:21])=[CH:17][C:16]=1[NH:22][S:29]([CH2:32][CH2:33][CH3:34])(=[O:31])=[O:30] |f:2.3.4|. Procedure: A mixture of N-(3-(3-chloroquinoxaline-6-carbonyl)-2,4,5-trifluorophenyl)-N-(propylsulfonyl)propane-1-sulfonamide (50 mg, 0.1 mmol, 1.0 eq.), phenylboronic acid (13.5 mg, 0.011 mol, 1.1 eq.), Pd(dppf)2C12 (4.1 mg, 0.005 mmol, 0.05 eq.) and Na2CO3 (0.21 g, 0.2 mmol, 2.0 eq.) in dioxane and water (9 mL/1 mL) were heated at 80° C. for 4 h under N2 protection, then cooled and concentrated. The resulting residue was purified by flash column chromatography (PE/EA=4/1, v/v) to afford N-(2,4,5-trifluoro... Starting materials: BrC1=CC2=C(N=C(S2)[C@@H]2C[C@H](C2)N2[C@@H](CCC2)C)C=C1 (Trans-6-bromo-2-{3-[(2R)-2-methylpyrrolidin-1-yl]cyclobutyl}-1,3-benzothiazole), CN1N=C(C=C1)B1OC(C)(C)C(C)(C)O1 (1-methyl-1H-pyrazoleboronic acid pinacol ester), N1=CN=CC(=C1)B(O)O (pyrimidine-5-boronic acid). Product: N1(CCC1)[C@@H]1C[C@H](C1)C=1SC2=C(N1)C=CC(=C2)C=2C=NN(C2)C (Trans-2-(3-azetidin-1-ylcyclobutyl)-6-(1-methyl-1H-pyrazol-4-yl)-1,3-benzothiazole). RXN SMILES: Br[C:2]1[CH:20]=[CH:19][C:5]2[N:6]=[C:7]([C@H:9]3[CH2:12][C@H:11]([N:13]4[CH2:17]CC[C@H:14]4[CH3:18])[CH2:10]3)[S:8][C:4]=2[CH:3]=1.[CH3:21][N:22]1[CH:26]=[CH:25][C:24](B2OC(C)(C)C(C)(C)O2)=[N:23]1.N1C=C(B(O)O)C=NC=1>>[N:13]1([C@H:11]2[CH2:10][C@H:9]([C:7]3[S:8][C:4]4[CH:3]=[C:2]([C:25]5[CH:24]=[N:23][N:22]([CH3:21])[CH:26]=5)[CH:20]=[CH:19][C:5]=4[N:6]=3)[CH2:12]2)[CH2:14][CH2:18][CH2:17]1. Reported procedure: The title compound was prepared according to the procedure described in Example 1F, except for substituting the product of Example 61A for the product of Example 1E, and substituting 1-methyl-1H-pyrazoleboronic acid pinacol ester for pyrimidine-5-boronic acid. 1H NMR (300 MHz, CDCl3) δ ppm 7.89-7.97 (m, 2H) 7.80 (s, 1H) 7.65 (s, 1H) 7.55 (dd, J=8.31, 1.86 Hz, 1H) 3.97 (s, 3H) 3.92-4.07 (m, 1H) 3.21-3.45 (m, 5H) 2.36-2.62 (m, 4H) 2.06-2.24 (m, 2H). MS: (M+H)+=325. Reactants: CC(C)(C)OC(=O)Nc1cscc1NC(=O)c1ccc(CNCCCN2CCOCC2)cn1, ClCCl, O=C=Nc1ccc(F)c(F)c1. Product: CC(C)(C)OC(=O)Nc1cscc1NC(=O)c1ccc(CN(CCCN2CCOCC2)C(=O)Nc2ccc(F)c(F)c2)cn1. Reaction SMILES: [C:12]([CH3:13])([CH3:14])([CH3:15])[O:16][C:17](=[O:18])[NH:19][c:20]1[c:21]([NH:25][C:26](=[O:27])[c:28]2[n:29][cH:30][c:31]([CH2:34][NH:35][CH2:36][CH2:37][CH2:38][N:39]3[CH2:40][CH2:41][O:42][CH2:43][CH2:44]3)[cH:32][cH:33]2)[cH:22][s:23][cH:24]1.[Cl:45][CH2:46][Cl:47].[F:1][c:2]1[cH:3][c:4]([N:9]=[C:10]=[O:11])[cH:5][cH:6][c:7]1[F:8]>>[F:1][c:2]1[cH:3][c:4]([NH:9][C:10](=[O:11])[N:35]([CH2:34][c:31]2[cH:30][n:29][c:28]([C:26]([NH:25][c:21]3[c:20]([NH:19][C:17]([O:16][C:12]([CH3:13])([CH3:14])[CH3:15])=[O:18])[cH:24][s:23][cH:22]3)=[O:27])[cH:33][cH:32]2)[CH2:36][CH2:37][CH2:38][N:39]2[CH2:40][CH2:41][O:42][CH2:43][CH2:44]2)[cH:5][cH:6][c:7]1[F:8]. The reactants are CC1(C(N(N1\C=C\C1=CC=CC=C1)C1C2CC3CC(CC1C3)C2)=O)C (4,4-dimethyl-1-[(E)-2-phenylethenyl]-2-(adamantan-2-yl)-1,2-diazetidin-3-one). Reagents/catalysts: [C].[Pd] (palladium carbon). Run in CO (methanol). Reaction conditions: time 40 minute. Yields the product CC1(C(N(N1CCC1=CC=CC=C1)C1C2CC3CC(CC1C3)C2)=O)C (4,4-dimethyl-1-(2-phenylethyl)-2-(adamantan-2-yl)-1,2-diazetidin-3-one). Isolated yield 5.2%. As a reaction SMILES: [CH3:1][C:2]1([CH3:25])[N:5](/[CH:6]=[CH:7]/[C:8]2[CH:13]=[CH:12][CH:11]=[CH:10][CH:9]=2)[N:4]([CH:14]2[CH:21]3[CH2:22][CH:17]4[CH2:18][CH:19]([CH2:23][CH:15]2[CH2:16]4)[CH2:20]3)[C:3]1=[O:24]>CO.[C].[Pd]>[CH3:1][C:2]1([CH3:25])[N:5]([CH2:6][CH2:7][C:8]2[CH:13]=[CH:12][CH:11]=[CH:10][CH:9]=2)[N:4]([CH:14]2[CH:21]3[CH2:20][CH:19]4[CH2:18][CH:17]([CH2:16][CH:15]2[CH2:23]4)[CH2:22]3)[C:3]1=[O:24] |f:2.3|. Reported procedure: A solution of 4,4-dimethyl-1-[(E)-2-phenylethenyl]-2-(adamantan-2-yl)-1,2-diazetidin-3-one (38.4 mg, 0.103 mmol) prepared in Example 265 in methanol (2 mL) was added with 10% palladium carbon (catalyst amount), and the resultant was stirred at room temperature for 40 minutes under a hydrogen atmosphere. The reaction solution was filtered using celite, concentrated in vacuo, the obtained residue was purified using Preparatory Thin-Layer chromatography (hexane:ethyl acetate=2:1), and the title com... The reactants are COC1C(CO)OC(n2cnc3c(N)nc(C)nc32)C1(C)O, CI. The product is CNc1nc(C)nc2c1ncn2C1OC(CO)C(OC)C1(C)O. As a reaction SMILES: [CH3:1][c:2]1[n:3][c:4]([NH2:22])[c:5]2[n:6][cH:7][n:8]([CH:9]3[C:10]([OH:11])([CH3:19])[CH:12]([O:13][CH3:14])[CH:15]([CH2:16][OH:17])[O:18]3)[c:20]2[n:21]1.[CH3:23][I:24]>>[CH3:1][c:2]1[n:3][c:4]([NH:22][CH3:23])[c:5]2[n:6][cH:7][n:8]([CH:9]3[C:10]([OH:11])([CH3:19])[CH:12]([O:13][CH3:14])[CH:15]([CH2:16][OH:17])[O:18]3)[c:20]2[n:21]1.